This data is from the Open Reaction Database (ORD), a public repository of structured organic reaction records. The task is: describe an organic reaction: reactants, conditions, products, and yield The reactants are Br, COc1c(F)ccc2nc(C)ccc12. Yields the product Cc1ccc2c(O)c(F)ccc2n1. As a reaction SMILES: [BrH:15].[CH3:1][c:2]1[n:3][c:4]2[cH:5][cH:6][c:7]([F:14])[c:8]([O:12][CH3:13])[c:9]2[cH:10][cH:11]1>>[CH3:1][c:2]1[n:3][c:4]2[cH:5][cH:6][c:7]([F:14])[c:8]([OH:12])[c:9]2[cH:10][cH:11]1. The reactants are O=C1CCC2=C1NC(=C2)C(=O)OCC (ethyl 6-oxo-1,4,5,6-tetrahydrocyclopenta[b]pyrrole-2-carboxylate), C1(=CC=C(C=C1)[Mg]Br)C (p-tolyl magnesium bromide). Yields the product C1(=CC=C(C=C1)C1CCC2=C1NC(=C2)C(=O)OCC)C (ethyl 6-p-tolyl-1,4,5,6-tetrahydrocyclopenta[b]pyrrole-2-carboxylate), olefin. RXN SMILES: O=[C:2]1[C:6]2[NH:7][C:8]([C:10]([O:12][CH2:13][CH3:14])=[O:11])=[CH:9][C:5]=2[CH2:4][CH2:3]1.[C:15]1([CH3:23])[CH:20]=[CH:19][C:18]([Mg]Br)=[CH:17][CH:16]=1>>[C:15]1([CH3:23])[CH:20]=[CH:19][C:18]([CH:2]2[C:6]3[NH:7][C:8]([C:10]([O:12][CH2:13][CH3:14])=[O:11])=[CH:9][C:5]=3[CH2:4][CH2:3]2)=[CH:17][CH:16]=1. Procedure details: The title compound was synthesized from ethyl 6-oxo-1,4,5,6-tetrahydrocyclopenta[b]pyrrole-2-carboxylate (0.3 g, 1.55 mmol, 1 equiv) and p-tolyl magnesium bromide (6.2 mL, 1M in THF, 6.2 mmol, 4 equiv) according to General Procedure 3 to give the endocyclic olefin-containing compound ethyl 6-p-tolyl-1,4-dihydrocyclopenta[b]pyrrole-2-carboxylate. 1H NMR showed a complex mixture but was qualitatively consistent with ethyl 6-p-tolyl-1,4-dihydrocyclopenta[b]pyrrole-2-carboxylate and the correspondin... Starting materials: COc1cc2c(N=C(NCCNC(=O)OC(C)(C)C)Nc3c(C)cccc3C)ncnc2cc1OCC1CCN(C)CC1, ClCCl, O=C(O)C(F)(F)F. The product is COc1cc2c(N=C(NCCN)Nc3c(C)cccc3C)ncnc2cc1OCC1CCN(C)CC1. As a reaction SMILES: [C:1]([O:2][C:3](=[O:4])[NH:8][CH2:9][CH2:10][NH:11][C:12](=[N:13][c:14]1[n:15][cH:16][n:17][c:18]2[cH:19][c:20]([O:26][CH2:27][CH:28]3[CH2:29][CH2:30][N:31]([CH3:34])[CH2:32][CH2:33]3)[c:21]([O:24][CH3:25])[cH:22][c:23]12)[NH:35][c:36]1[c:37]([CH3:43])[cH:38][cH:39][cH:40][c:41]1[CH3:42])([CH3:5])([CH3:6])[CH3:7].[CH2:51]([Cl:52])[Cl:53].[OH:44][C:45]([C:46]([F:47])([F:48])[F:49])=[O:50]>>[NH2:8][CH2:9][CH2:10][NH:11][C:12](=[N:13][c:14]1[n:15][cH:16][n:17][c:18]2[cH:19][c:20]([O:26][CH2:27][CH:28]3[CH2:29][CH2:30][N:31]([CH3:34])[CH2:32][CH2:33]3)[c:21]([O:24][CH3:25])[cH:22][c:23]12)[NH:35][c:36]1[c:37]([CH3:43])[cH:38][cH:39][cH:40][c:41]1[CH3:42]. Starting materials: CC(=O)O, C=CCOc1ccc([N+](=O)[O-])cc1-c1nc2cc(-c3ccccc3)ccc2o1, [Zn]. Product: C=CCOc1ccc(N)cc1-c1nc2cc(-c3ccccc3)ccc2o1. RXN SMILES: [CH3:29][C:30](=[O:31])[OH:32].[N+:1]([O-:2])(=[O:3])[c:4]1[cH:5][cH:6][c:7]([O:25][CH2:26][CH:27]=[CH2:28])[c:8](-[c:10]2[o:11][c:12]3[c:13]([n:14]2)[cH:15][c:16](-[c:19]2[cH:20][cH:21][cH:22][cH:23][cH:24]2)[cH:17][cH:18]3)[cH:9]1.[Zn:33]>>[NH2:1][c:4]1[cH:5][cH:6][c:7]([O:25][CH2:26][CH:27]=[CH2:28])[c:8](-[c:10]2[o:11][c:12]3[c:13]([n:14]2)[cH:15][c:16](-[c:19]2[cH:20][cH:21][cH:22][cH:23][cH:24]2)[cH:17][cH:18]3)[cH:9]1. Reactants: CO (methanol), C(#N)C1=CC=C(C2=C1SC=C2)N[C@@H](C(=O)NNC(C2=CC=C(C=C2)F)=O)[C@H](C)O (N′-((2R,3S)-2-(7-cyanobenzo[b]thiophen-4-ylamino)-3-hydroxybutanoyl)-4-fluorobenzohydrazide), CCN(CC)P1(=NC(C)(C)C)N(CCCN1C)C (BEMP), p-TsCl. The solvent is C1CCOC1 (THF). Reaction conditions: time 8 hour. Yields the product FC1=CC=C(C=C1)C1=NN=C(O1)[C@@H]([C@H](C)O)NC1=CC=C(C=2SC=CC21)C#N (4-((1R,2S)-1-(5-(4-fluorophenyl)-1,3,4-oxadiazol-2-yl)-2-hydroxypropylamino)benzo[b]thiophene-7-carbonitrile), 4-((1R,2S)-1-(5-(4-fluorophenyl)-1,3,4-oxadiazol-2-0)-2-hydroxypropylamino)benzo[b]thiophene-7-carbonitrile. Isolated yield 27.0%. Reaction SMILES: [C:1]([C:3]1[C:8]2[S:9][CH:10]=[CH:11][C:7]=2[C:6]([NH:12][C@H:13]([C@@H:27]([OH:29])[CH3:28])[C:14]([NH:16][NH:17][C:18](=[O:26])[C:19]2[CH:24]=[CH:23][C:22]([F:25])=[CH:21][CH:20]=2)=O)=[CH:5][CH:4]=1)#[N:2].CCN(P1(N(C)CCCN1C)=NC(C)(C)C)CC.CO>C1COCC1>[F:25][C:22]1[CH:21]=[CH:20][C:19]([C:18]2[O:26][C:14]([C@H:13]([NH:12][C:6]3[C:7]4[CH:11]=[CH:10][S:9][C:8]=4[C:3]([C:1]#[N:2])=[CH:4][CH:5]=3)[C@@H:27]([OH:29])[CH3:28])=[N:16][N:17]=2)=[CH:24][CH:23]=1. Reported procedure: To a solution of N′-((2R,3S)-2-(7-cyanobenzo[b]thiophen-4-ylamino)-3-hydroxybutanoyl)-4-fluorobenzohydrazide (0.53 g, 1.29 mmol) in THF (90 mL) was added PS-BEMP (1.76 g, 3.87 mmol, ˜2.2 mmol g) and p-TsCl (265 mg, 1.39 mmol) at room temperature. The mixture was stirred at room temperature for 8 h, then methanol (5 mL) was added to quench the reaction. The resin was filtered and washed with MeOH. The combined filtrate was concentrated to give a residue, which was purified by flash chromatography... Starting materials: [Cr](=O)(=O)([O-])Cl.[NH+]1=C(C=CC=C1)C1=[NH+]C=CC=C1.[Cr](=O)(=O)([O-])Cl (2,2'-bipyridinium chlorochromate), C(C)(C)C1C(CCCC1)O (2-isopropylcyclohexanol). Solvent: ClCCl (dichloromethane), ClCCl (dichloromethane). Product: C(C)(C)C1C(CCCC1)=O (2-isopropylcyclohexanone). RXN SMILES: [Cr](Cl)([O-])(=O)=O.[NH+]1C=CC=CC=1C1C=CC=C[NH+]=1.[Cr](Cl)([O-])(=O)=O.[CH:23]([CH:26]1[CH2:31][CH2:30][CH2:29][CH2:28][CH:27]1[OH:32])([CH3:25])[CH3:24]>ClCCl>[CH:23]([CH:26]1[CH2:31][CH2:30][CH2:29][CH2:28][C:27]1=[O:32])([CH3:25])[CH3:24] |f:0.1.2|. Procedure details: To a suspension of 4.0 g. (13.7 mmole) of 2,2'-bipyridinium chlorochromate in 15 ml of dichloromethane is added, while stirring, 0.5 g. (3.5 mmole) of 2-isopropylcyclohexanol in 10 ml of dichloromethane. The resulting reaction mixture is stirred for 4 hours and then filtered through a Hirsch funnel packed with 2 cm of Celite®. The resulting clear filtrate is washed with 5% hydrochloric acid and 10% sodium carbonate, and dried over magnesium sulfate. The drying agent is then removed and the solve...